From a dataset of the Open Reaction Database (ORD), a public repository of structured organic reaction records. describe an organic reaction: reactants, conditions, products, and yield Reactants: Cl, CC(C)(N)Cc1ccc(N)cc1, CN(C)C=O, O=S(=O)(Cl)c1ccccc1. Product: CC(C)(N)Cc1ccc(NS(=O)(=O)c2ccccc2)cc1. RXN SMILES: [ClH:1].[NH2:2][C:3]([CH2:4][c:5]1[cH:6][cH:7][c:8]([NH2:9])[cH:10][cH:11]1)([CH3:12])[CH3:13].[O:24]=[CH:25][N:26]([CH3:27])[CH3:28].[c:14]1([S:20](=[O:21])(=[O:22])[Cl:23])[cH:15][cH:16][cH:17][cH:18][cH:19]1>>[NH2:2][C:3]([CH2:4][c:5]1[cH:6][cH:7][c:8]([NH:9][S:20]([c:14]2[cH:15][cH:16][cH:17][cH:18][cH:19]2)(=[O:21])=[O:22])[cH:10][cH:11]1)([CH3:12])[CH3:13]. Starting materials: CCOC(=O)Cn1ccc(-n2cc(C#Cc3cccc(C)c3)nc2C)cc1=O, CNC, CCO. Product: Cc1cccc(C#Cc2cn(-c3ccn(CC(=O)N(C)C)c(=O)c3)c(C)n2)c1. RXN SMILES: [CH2:4]([O:5][C:7]([CH2:8][n:9]1[c:10](=[O:30])[cH:11][c:12](-[n:15]2[c:16]([CH3:29])[n:17][c:18]([C:20]#[C:21][c:22]3[cH:23][c:24]([CH3:28])[cH:25][cH:26][cH:27]3)[cH:19]2)[cH:13][cH:14]1)=[O:31])[CH3:6].[CH3:1][NH:2][CH3:3].[CH3:32][CH2:33][OH:34]>>[CH3:1][N:2]([CH3:3])[C:7]([CH2:8][n:9]1[c:10](=[O:30])[cH:11][c:12](-[n:15]2[c:16]([CH3:29])[n:17][c:18]([C:20]#[C:21][c:22]3[cH:23][c:24]([CH3:28])[cH:25][cH:26][cH:27]3)[cH:19]2)[cH:13][cH:14]1)=[O:31].